Dataset: the Open Reaction Database (ORD), a public repository of structured organic reaction records. Task: describe an organic reaction: reactants, conditions, products, and yield Starting materials: CC1=NC=NC=C1 (4-methylpyrimidine), O1CCCC1 (tetrahydrofuran), C(C)(C)NC(C)C (diisopropylamine), O1CCCC1 (tetrahydrofuran), N-(3-methylbenzoyl)propyleneimine, O1CCCC1 (tetrahydrofuran), C(CCC)[Li] (n-butyl lithium), CCCCCC (hexane). The solvent is O (water). Run at temperature -78 celsius. The product is CC=1C=C(C=CC1)C(=CC1=NC=NC=C1)O (1-(3-methylphenyl)-2-(4-pyrimidinyl)ethenol). Isolated yield 49.0%. As a reaction SMILES: [CH:1](NC(C)C)(C)C.[CH2:8]([Li])[CH2:9][CH2:10][CH3:11].CCCCCC.[CH3:19][C:20]1[CH:25]=[CH:24][N:23]=[CH:22][N:21]=1.[O:26]1[CH2:30][CH2:29][CH2:28]C1>O>[CH3:11][C:10]1[CH:28]=[C:29]([C:30]([OH:26])=[CH:19][C:20]2[CH:25]=[CH:24][N:23]=[CH:22][N:21]=2)[CH:1]=[CH:8][CH:9]=1. Procedure details: A solution of diisopropylamine (16 mL, 0.12 mol) in anhydrous tetrahydrofuran (100 mL) was cooled to −50° C. and, with stirring, a 1.6 M n-butyl lithium in hexane solution (73 mL, 0.117 mol) was added dropwise. After the completion of the dropwise addition, the mixture was stirred for 10 min. Then, a solution of 4-methylpyrimidine (10 g, 0.11 mol) in anhydrous tetrahydrofuran (10 mL) was added dropwise at −30° C. The mixture was stirred for 0.5 hrs. and the reaction mixture was cooled to −78° C.... The reactants are CC1=C(C#N)C=C(C=C1)Cl (2-methyl-5-chlorobenzonitrile), [H-].[Al+3].[Li+].[H-].[H-].[H-] (lithium aluminum hydride). Solvent: C1CCOC1 (THF), C1CCOC1 (THF). Run at temperature 0 celsius, time 1.5 hour. Yields the product CC1=C(CN)C=C(C=C1)Cl (2-Methyl-5-chlorobenzylamine). Reaction SMILES: [CH3:1][C:2]1[CH:9]=[CH:8][C:7]([Cl:10])=[CH:6][C:3]=1[C:4]#[N:5].[H-].[Al+3].[Li+].[H-].[H-].[H-]>C1COCC1>[CH3:1][C:2]1[CH:9]=[CH:8][C:7]([Cl:10])=[CH:6][C:3]=1[CH2:4][NH2:5] |f:1.2.3.4.5.6|. Procedure: A solution of 2-methyl-5-chlorobenzonitrile (2 g, 13.2 mmol), in THF (30 mL) was cooled to −15° C. and treated with 1 M lithium aluminum hydride in THF (13.4 mL). The reaction mixture was allowed to warm gradually to 0° C. over 2 h and was then stirred at room temperature for 1.5 h. It was then cooled to 0° C. and quenched sequentially with EtOAc (1 mL), water (0,5 mL), 15% NaOH (0.5 mL), and water (1.5 mL). After stirring for 1 h, the solids were removed via filtration. The filtrate was concent... The reactants are C(C)(C)(C)C1=CC=C(C=C1)N1C(N(C(C1=O)(C)C)CC1=CC=2N(C=C1)OC(N2)=S)=O (3-(4-tert-butylphenyl)-5,5-dimethyl-1-[(2-thioxo-2H-[1,2,4]oxadiazolo[2,3-a]pyridin-7-yl)methyl]imidazolidine-2,4-dione), C1COCCN1CCN (1-(2-aminoethyl)morpholine). Solvent: O1CCOCC1 (dioxane). Product: C(C)(C)(C)C1=CC=C(C=C1)N1C(N(C(C1=O)(C)C)CC1=CC(=NC=C1)NC(=O)NCCN1CCOCC1)=O (1-(4-{[3-(4-tert-butylphenyl)-5,5-dimethyl-2,4-dioxoimidazolidin-1-yl]methyl}pyridin-2-yl)-3-(2-morpholin-4-ylethyl)urea). Reaction SMILES: [C:1]([C:5]1[CH:10]=[CH:9][C:8]([N:11]2[C:15](=[O:16])[C:14]([CH3:18])([CH3:17])[N:13]([CH2:19][C:20]3[CH:25]=[CH:24][N:23]4[O:26][C:27](=S)[N:28]=[C:22]4[CH:21]=3)[C:12]2=[O:30])=[CH:7][CH:6]=1)([CH3:4])([CH3:3])[CH3:2].[CH2:31]1[N:36]([CH2:37][CH2:38][NH2:39])[CH2:35][CH2:34][O:33][CH2:32]1>O1CCOCC1>[C:1]([C:5]1[CH:10]=[CH:9][C:8]([N:11]2[C:15](=[O:16])[C:14]([CH3:18])([CH3:17])[N:13]([CH2:19][C:20]3[CH:25]=[CH:24][N:23]=[C:22]([NH:28][C:27]([NH:39][CH2:38][CH2:37][N:36]4[CH2:31][CH2:32][O:33][CH2:34][CH2:35]4)=[O:26])[CH:21]=3)[C:12]2=[O:30])=[CH:7][CH:6]=1)([CH3:4])([CH3:3])[CH3:2]. Reported procedure: A solution of 100 mg of 3-(4-tert-butylphenyl)-5,5-dimethyl-1-[(2-thioxo-2H-[1,2,4]oxadiazolo[2,3-a]pyridin-7-yl)methyl]imidazolidine-2,4-dione obtained in stage b) of Example 9 in 2 mL of dioxane and 37 μl of 1-(2-aminoethyl)morpholine is heated by microwave at 130° C. for 15 minutes. The reaction mixture is concentrated under reduced pressure and the residue is purified by chromatography on a column of silica, eluting with a gradient (100/0 to 75/25 by volume) of dichloromethane and methanol/a... The reactants are FC(C1=CC=C(C=C1)C1=CN=C(O1)NC=1C=CC=C2CCC(CC12)=O)(F)F (8-({5-[4-(trifluoromethyl)phenyl]-1,3-oxazol-2-yl}amino)-3,4-dihydronaphthalen-2(1H)-one), [BH4-].[Na+] (NaBH4), O (H2O). Run in C(C)O (ethanol). Run at temperature 0 celsius, time 1 hour. The product is FC(C1=CC=C(C=C1)C1=CN=C(O1)NC=1C=CC=C2CCC(CC12)O)(F)F (8-({5-[4-(trifluoromethyl)phenyl]-1,3-oxazol-2-yl}amino)-1,2,3,4-tetrahydronaphthalen-2-ol). Yield: 56.4%. RXN SMILES: [F:1][C:2]([F:27])([F:26])[C:3]1[CH:8]=[CH:7][C:6]([C:9]2[O:13][C:12]([NH:14][C:15]3[CH:16]=[CH:17][CH:18]=[C:19]4[C:24]=3[CH2:23][C:22](=[O:25])[CH2:21][CH2:20]4)=[N:11][CH:10]=2)=[CH:5][CH:4]=1.[BH4-].[Na+].O>C(O)C>[F:27][C:2]([F:1])([F:26])[C:3]1[CH:8]=[CH:7][C:6]([C:9]2[O:13][C:12]([NH:14][C:15]3[CH:16]=[CH:17][CH:18]=[C:19]4[C:24]=3[CH2:23][CH:22]([OH:25])[CH2:21][CH2:20]4)=[N:11][CH:10]=2)=[CH:5][CH:4]=1 |f:1.2|. Procedure details: The product of Example 1I (60 mg, 0.161 mmol) in ethanol (6 mL) was treated at 0° C. with NaBH4 (7 mg, 0.184 mmol). The reaction was stirred at 0° C. for 1 hour and was then poured into H2O and extracted with ethyl acetate. The extracts were dried over Na2SO4, and concentrated in vacuo. The residue was chromatographed on silica gel eluting with 70%-85% ethyl acetate-hexane to afford the title compound as a tan solid (34 mg, 56%). 1H NMR (DMSO-d6) δ 9.33 (s, 1H), 7.78 (m, 4H), 7.62 (s, 1H), 7.55 ... Reactants: ClCCCS(=O)(=O)NCC(COC(NCCCCCCCCCCCCCCCCCC)=O)N1N=C(N=N1)C (3-(3-Chloropropylsulfonylamino)-2-(5-methyl-2H-tetrazol-2-yl)-1-octadecylcarbamoyloxypropane), C(CCCCCCCCCCCCCCC)SCC(CNS(=O)(=O)CCCI)OC (1-hexadecylthio-3-(3-iodopropylsulfonylamino)-2-methoxypropane). Product: ICCCS(=O)(=O)NCC(COC(NCCCCCCCCCCCCCCCCCC)=O)N1N=C(N=N1)C (3-(3-iodopropylsulfonylamino)-2-(5-methyl-2H-tetrazol-2-yl)-1-octadecylcarbamoyloxypropane). As a reaction SMILES: Cl[CH2:2][CH2:3][CH2:4][S:5]([NH:8][CH2:9][CH:10]([N:34]1[N:38]=[N:37][C:36]([CH3:39])=[N:35]1)[CH2:11][O:12][C:13](=[O:33])[NH:14][CH2:15][CH2:16][CH2:17][CH2:18][CH2:19][CH2:20][CH2:21][CH2:22][CH2:23][CH2:24][CH2:25][CH2:26][CH2:27][CH2:28][CH2:29][CH2:30][CH2:31][CH3:32])(=[O:7])=[O:6].C(SCC(OC)CNS(CCC[I:67])(=O)=O)CCCCCCCCCCCCCCC>>[I:67][CH2:2][CH2:3][CH2:4][S:5]([NH:8][CH2:9][CH:10]([N:34]1[N:38]=[N:37][C:36]([CH3:39])=[N:35]1)[CH2:11][O:12][C:13](=[O:33])[NH:14][CH2:15][CH2:16][CH2:17][CH2:18][CH2:19][CH2:20][CH2:21][CH2:22][CH2:23][CH2:24][CH2:25][CH2:26][CH2:27][CH2:28][CH2:29][CH2:30][CH2:31][CH3:32])(=[O:7])=[O:6]. Procedure details: 3-(3-Chloropropylsulfonylamino)-2-(5-methyl-2H-tetrazol-2-yl)-1-octadecylcarbamoyloxypropane IIIh3 is allowed to react and worked up by the same procedure as described in (5). m.p. 53.5°-54° C. The summary of the experimental condition and the physical data of the product are listed in Table 8. Reactants: COc2ccc1ccccc1c2 (substrate), Cc1ccc([Mg]Br)cc1 (effective_coupling_partner). The reagents and catalysts are ItBu. Run at temperature 60 celsius, time 24 hour. The product is Cc3ccc(c2ccc1ccccc1c2)cc3. Reactants: CC(C)O, CO, ClCCl, [Cu]I, [K+], [K+], [K+], NCC(O)c1cccc(Cl)c1, COc1nccc(I)c1C1OCCO1, OCCO, O=P([O-])([O-])[O-]. The product is COc1nccc(NCC(O)c2cccc(Cl)c2)c1C1OCCO1. RXN SMILES: [CH3:38][CH:39]([OH:40])[CH3:41].[CH3:44][OH:45].[Cl:46][CH2:47][Cl:48].[Cu:42][I:43].[K+:35].[K+:36].[K+:37].[NH2:15][CH2:16][CH:17]([OH:18])[c:19]1[cH:20][c:21]([Cl:25])[cH:22][cH:23][cH:24]1.[O:1]1[CH:2]([c:6]2[c:7]([O:13][CH3:14])[n:8][cH:9][cH:10][c:11]2[I:12])[O:3][CH2:4][CH2:5]1.[OH:26][CH2:27][CH2:28][OH:29].[P:30]([O-:31])([O-:32])([O-:33])=[O:34]>>[O:1]1[CH:2]([c:6]2[c:7]([O:13][CH3:14])[n:8][cH:9][cH:10][c:11]2[NH:15][CH2:16][CH:17]([OH:18])[c:19]2[cH:20][c:21]([Cl:25])[cH:22][cH:23][cH:24]2)[O:3][CH2:4][CH2:5]1. The reactants are [Cl-].[NH4+] (ammonium chloride), C[Si](C)(C)C#C (trimethylsilylacetylene), C(CCC)[Li] (n-butyllithium), CC1(C=2C=CC(=CC2C(CC1)(C)C)C=O)C (5,6,7,8-tetrahydro-5,5,8,8-tetramethyl-2-naphthalenecarboxaldehyde). Solvent: C1CCOC1 (THF), C1CCOC1 (THF). Product: C[Si](C#CC1=C(C=CC=2C(CCC(C12)(C)C)(C)C)CO)(C)C (α-trimethylsilylethynyl-5,6,7,8-tetrahydro-5,5,8,8-tetramethyl-2-naphthalenemethanol). Reaction SMILES: [CH3:1][Si:2]([C:5]#[CH:6])([CH3:4])[CH3:3].C([Li])CCC.[CH3:12][C:13]1([CH3:27])[CH2:22][CH2:21][C:20]([CH3:24])([CH3:23])[C:19]2[CH:18]=[C:17]([CH:25]=[O:26])[CH:16]=[CH:15][C:14]1=2.[Cl-].[NH4+]>C1COCC1>[CH3:1][Si:2]([CH3:4])([CH3:3])[C:5]#[C:6][C:18]1[C:19]2[C:20]([CH3:23])([CH3:24])[CH2:21][CH2:22][C:13]([CH3:27])([CH3:12])[C:14]=2[CH:15]=[CH:16][C:17]=1[CH2:25][OH:26] |f:3.4|. Procedure details: 17.13 ml (0.121 mol) of trimethylsilylacetylene and 100 ml of THF were introduced into a three-necked flask. A solution of 48.5 ml (0.121 mol) of n-butyllithium (2.5M in hexane) was added dropwise at -78° C. under a stream of nitrogen and the mixture was permitted to heat to room temperature. This solution was introduced dropwise into a solution of 23.8 g (0.11 mol) of 5,6,7,8-tetrahydro-5,5,8,8-tetramethyl-2-naphthalenecarboxaldehyde in 100 ml of THF at -78° C. The reaction mixture was permitte...